This data is from the Open Reaction Database (ORD), a public repository of structured organic reaction records. The task is: describe an organic reaction: reactants, conditions, products, and yield Starting materials: COc1cc2c(Cl)ncnc2cc1OCc1ccccc1, CN1CCCC1=O, Cl, [H-], [Na+], O, Oc1ccccc1. The product is COc1cc2c(Oc3ccccc3)ncnc2cc1OCc1ccccc1. RXN SMILES: [CH2:11]([c:12]1[cH:13][cH:14][cH:15][cH:16][cH:17]1)[O:18][c:19]1[c:20]([O:30][CH3:31])[cH:21][c:22]2[c:23]([Cl:29])[n:24][cH:25][n:26][c:27]2[cH:28]1.[CH3:33][N:34]1[CH2:35][CH2:36][CH2:37][C:38]1=[O:39].[ClH:10].[H-:1].[Na+:2].[OH2:32].[OH:3][c:4]1[cH:5][cH:6][cH:7][cH:8][cH:9]1>>[O:3]([c:4]1[cH:5][cH:6][cH:7][cH:8][cH:9]1)[c:23]1[c:22]2[cH:21][c:20]([O:30][CH3:31])[c:19]([O:18][CH2:11][c:12]3[cH:13][cH:14][cH:15][cH:16][cH:17]3)[cH:28][c:27]2[n:26][cH:25][n:24]1. Reactants: COC(C(NC(C(NC(=O)OC(C)(C)C)(C)C)=O)(C)C)=O (N-Tert-Butoxycarbonyl α,α-Dimethylglycyl α,α-Dimethylglycine Methyl Ester), O[Li].O (LiOH.H2O). Solvent: C1CCOC1 (THF), O (H2O). Conditions: time 30 minute. Product: C(C)(C)(C)OC(=O)NC(C(=O)NC(C(=O)O)(C)C)(C)C (N-Tert-Butoxycarbonyl α,α-Dimethylglycyl α,α-Dimethylglycine). As a reaction SMILES: C[O:2][C:3](=[O:21])[C:4]([CH3:20])([CH3:19])[NH:5][C:6](=[O:18])[C:7]([CH3:17])([CH3:16])[NH:8][C:9]([O:11][C:12]([CH3:15])([CH3:14])[CH3:13])=[O:10].O[Li].O>C1COCC1.O>[C:12]([O:11][C:9]([NH:8][C:7]([CH3:17])([CH3:16])[C:6]([NH:5][C:4]([CH3:20])([CH3:19])[C:3]([OH:21])=[O:2])=[O:18])=[O:10])([CH3:15])([CH3:13])[CH3:14] |f:1.2|. Reported procedure: N-tert-butoxycarbonyl α,α-dimethylglycyl α,α-dimethylglycine methyl ester 3 (20.42 g, 67.53 mmol) was dissolved in THF (530 mL) and a solution of LiOH.H2O (8.50 g, 0.203 mol) in de-ionized H2O (270 mL) added in one portion. The reaction mixture was stirred for 4 h 30 min at room temperature. The solvents were evaporated and the residue redissolved in H2O (800 mL). The solution was washed with Et2O (2×500 mL) and acidified to pH 1-2 by addition of concentrated hydrochloric acid. This resulted in ...